This data is from the Open Reaction Database (ORD), a public repository of structured organic reaction records. The task is: describe an organic reaction: reactants, conditions, products, and yield Reactants: NC=1C=C2C=CNC2=CC1 (5-aminoindole), C(C(=O)C)CC(C)=O (acetonylacetone), C(C)(=O)OCC (ethyl acetate). The solvent is C1(=CC=CC=C1)C (toluene), hexanes, C1(=CC=CC=C1)C (toluene). Reaction conditions: time 45 minute. Yields the product CC=1N(C(=CC1)C)C=1C=C2C=CNC2=CC1 (5-(2,5-dimethyl-1H-pyrrol-1-yl)-1H-indole). As a reaction SMILES: [NH2:1][C:2]1[CH:3]=[C:4]2[C:8](=[CH:9][CH:10]=1)[NH:7][CH:6]=[CH:5]2.[CH2:11]([CH2:15][C:16](=O)[CH3:17])[C:12]([CH3:14])=O.C(OCC)(=O)C>C1(C)C=CC=CC=1>[CH3:17][C:16]1[N:1]([C:2]2[CH:3]=[C:4]3[C:8](=[CH:9][CH:10]=2)[NH:7][CH:6]=[CH:5]3)[C:12]([CH3:14])=[CH:11][CH:15]=1. Procedure details: To a 250 mL argon purged round bottom flask containing a magnetic stirbar and a solution of 5-aminoindole (91) (15.00 g, 113 mmol) in anhydrous toluene (50 mL) was added acetonylacetone (25.4 mL, 216 mmol, 1.9 eq). The flask was fitted with a Dean-Stark trap with a 10 mL reservoir filled with toluene. The uppermost portion of the flask and the condensing arm of the trap were wrapped with foil and the reaction vessel placed into an oil bath preheated to a temperature of 125° C. The dark brown sol...